Dataset: the Open Reaction Database (ORD), a public repository of structured organic reaction records. Task: describe an organic reaction: reactants, conditions, products, and yield Yields the product COC1=C(C(=NC=2N1N=CC2)C2=CC=C(C=C2)CN2CCC(CC2)C2=NNC(=N2)C2=NC=CC=C2)C2=CC=CC=C2 (7-Methoxy-6-phenyl-5-(4-{[4-(5-pyridin-2-yl-1H-1,2,4-triazol-3-yl)piperidin-1-yl]methyl}phenyl)pyrazolo[1,5-a]pyrimidine). Starting materials: COC1=C(C(=NC=2N1N=CC2)C2=CC=C(C=O)C=C2)C2=CC=CC=C2 (4-(7-methoxy-6-phenylpyrazolo[1,5-a]pyrimidin-5-yl)benzaldehyde), [BH-](OC(=O)C)(OC(=O)C)OC(=O)C.[Na+] (NaBH(OAc)3), 2-(5-Piperidin-4H[1,2,4]triazol-3-yl)-pyridine, N(N)C(=O)C1CCN(CC1)C(=O)OC(C)(C)C (tert-butyl 4-(hydrazinocarbonyl)piperidine-1-carboxylate), N1=C(C=CC=C1)C#N (pyridine-2-carbonitrile), [BH-](OC(=O)C)(OC(=O)C)OC(=O)C.[Na+] (NaBH(OAc)3). Procedure details: 0.32 ml triethylamine is added to a solution of 0.42 g 2-(5-Piperidin-4H[1,2,4]triazol-3-yl)-pyridine*2HCl (prepared from tert-butyl 4-(hydrazinocarbonyl)piperidine-1-carboxylate and pyridine-2-carbonitrile according to a procedure described in U.S. Pat. No. 4,011,218 or WO2005100344) in 10 ml methanol. To this solution a solution of 0.37 g 4-(7-methoxy-6-phenylpyrazolo[1,5-a]pyrimidin-5-yl)benzaldehyde in 10 ml DMF is added, followed by 0.15 ml glacial acetic acid and 0.43 g NaBH(OAc)3. The res... Run in CN(C)C=O (DMF), C(C)(=O)O (acetic acid), C(C)N(CC)CC (triethylamine), CO (methanol). As a reaction SMILES: [NH:1]([C:3]([CH:5]1[CH2:10][CH2:9][N:8]([C:11](OC(C)(C)C)=O)[CH2:7][CH2:6]1)=O)[NH2:2].[N:18]1[CH:23]=[CH:22][CH:21]=[CH:20][C:19]=1[C:24]#[N:25].[CH3:26][O:27][C:28]1[N:33]2[N:34]=[CH:35][CH:36]=[C:32]2[N:31]=[C:30]([C:37]2[CH:44]=[CH:43][C:40](C=O)=[CH:39][CH:38]=2)[C:29]=1[C:45]1[CH:50]=[CH:49][CH:48]=[CH:47][CH:46]=1.[BH-](OC(C)=O)(OC(C)=O)OC(C)=O.[Na+]>CO.CN(C=O)C.C(O)(=O)C.C(N(CC)CC)C>[CH3:26][O:27][C:28]1[N:33]2[N:34]=[CH:35][CH:36]=[C:32]2[N:31]=[C:30]([C:37]2[CH:44]=[CH:43][C:40]([CH2:11][N:8]3[CH2:7][CH2:6][CH:5]([C:3]4[N:25]=[C:24]([C:19]5[CH:20]=[CH:21][CH:22]=[CH:23][N:18]=5)[NH:2][N:1]=4)[CH2:10][CH2:9]3)=[CH:39][CH:38]=2)[C:29]=1[C:45]1[CH:50]=[CH:49][CH:48]=[CH:47][CH:46]=1 |f:3.4|.